This data is from the Open Reaction Database (ORD), a public repository of structured organic reaction records. The task is: describe an organic reaction: reactants, conditions, products, and yield Starting materials: CC1(C)OB(c2ccc(N)cc2)OC1(C)C, COCCOC, CCO, CC1COCCN1c1cc(CS(=O)(=O)c2cc(F)cc(F)c2)nc(Cl)n1, [Na+], [Na+], O=C([O-])[O-], CN(C)C=O, O, Cl[Pd]Cl, c1ccc(P(c2ccccc2)c2ccccc2)cc1, c1ccc(P(c2ccccc2)c2ccccc2)cc1. The product is CC1COCCN1c1cc(CS(=O)(=O)c2cc(F)cc(F)c2)nc(-c2ccc(N)cc2)n1. As a reaction SMILES: [CH3:27][C:28]1([CH3:29])[C:30]([CH3:31])([CH3:32])[O:33][B:34]([c:35]2[cH:36][cH:37][c:38]([NH2:39])[cH:40][cH:41]2)[O:42]1.[CH3:54][O:55][CH2:56][CH2:57][O:58][CH3:59].[CH3:60][CH2:61][OH:62].[Cl:1][c:2]1[n:3][c:4]([N:20]2[CH:21]([CH3:26])[CH2:22][O:23][CH2:24][CH2:25]2)[cH:5][c:6]([CH2:8][S:9](=[O:10])(=[O:11])[c:12]2[cH:13][c:14]([F:19])[cH:15][c:16]([F:18])[cH:17]2)[n:7]1.[Na+:43].[Na+:44].[O-:45][C:46](=[O:47])[O-:48].[O:49]=[CH:50][N:51]([CH3:52])[CH3:53].[OH2:63].[Pd:64]([Cl:65])[Cl:66].[c:67]1([P:68]([c:69]2[cH:70][cH:71][cH:72][cH:73][cH:74]2)[c:75]2[cH:76][cH:77][cH:78][cH:79][cH:80]2)[cH:81][cH:82][cH:83][cH:84][cH:85]1.[c:86]1([P:87]([c:88]2[cH:89][cH:90][cH:91][cH:92][cH:93]2)[c:94]2[cH:95][cH:96][cH:97][cH:98][cH:99]2)[cH:100][cH:101][cH:102][cH:103][cH:104]1>>[c:2]1(-[c:35]2[cH:36][cH:37][c:38]([NH2:39])[cH:40][cH:41]2)[n:3][c:4]([N:20]2[CH:21]([CH3:26])[CH2:22][O:23][CH2:24][CH2:25]2)[cH:5][c:6]([CH2:8][S:9](=[O:10])(=[O:11])[c:12]2[cH:13][c:14]([F:19])[cH:15][c:16]([F:18])[cH:17]2)[n:7]1. Starting materials: CCOC(C)=O, CN1CCCC1=O, Clc1nc(NC2CCC2)c2c(n1)C(c1ccccc1)CC2, COc1cc(N)ccc1-n1cnc(Cl)c1, O=S(=O)(O)O. The product is COc1cc(Nc2nc(NC3CCC3)c3c(n2)C(c2ccccc2)CC3)ccc1-n1cnc(Cl)c1. As a reaction SMILES: [CH3:42][CH2:43][O:44][C:45]([CH3:46])=[O:47].[CH3:48][N:49]1[CH2:50][CH2:51][CH2:52][C:53]1=[O:54].[Cl:1][c:2]1[n:3][c:4]([NH:17][CH:18]2[CH2:19][CH2:20][CH2:21]2)[c:5]2[c:6]([n:7]1)[CH:8]([c:11]1[cH:12][cH:13][cH:14][cH:15][cH:16]1)[CH2:9][CH2:10]2.[Cl:22][c:23]1[n:24][cH:25][n:26](-[c:28]2[c:29]([O:35][CH3:36])[cH:30][c:31]([NH2:32])[cH:33][cH:34]2)[cH:27]1.[S:37](=[O:38])(=[O:39])([OH:40])[OH:41]>>[c:2]1([NH:32][c:31]2[cH:30][c:29]([O:35][CH3:36])[c:28](-[n:26]3[cH:25][n:24][c:23]([Cl:22])[cH:27]3)[cH:34][cH:33]2)[n:3][c:4]([NH:17][CH:18]2[CH2:19][CH2:20][CH2:21]2)[c:5]2[c:6]([n:7]1)[CH:8]([c:11]1[cH:12][cH:13][cH:14][cH:15][cH:16]1)[CH2:9][CH2:10]2. Starting materials: FC1=C(C(=CC2=C1N=NS2)C(=O)O)NC2=C(C=C(C=C2)Br)Cl (4-fluoro-5-((4-bromo-2-chlorophenyl)amino)benzo[d][1,2,3]thiadiazole-6-carboxylic acid), C=1C=CC2=C(C1)N=NN2O (HOBt), CCN=C=NCCCN(C)C (EDCI), C(=C)OCCON (O-(2-(vinyloxy)ethyl)hydroxylamine), [NH4+].[Cl-] (NH4Cl). Solvent: C(Cl)Cl (CH2Cl2). Reaction conditions: time 1 hour. Product: FC1=C(C(=CC2=C1N=NS2)C(=O)NOCCOC=C)NC2=C(C=C(C=C2)Br)Cl (4-fluoro-5-((4-bromo-2-chlorophenyl)amino)-N-(2-(vinyloxy)ethoxy)benzo[d][1,2,3]thiadiazole-6-carboxamide). Reaction SMILES: [F:1][C:2]1[C:7]2[N:8]=[N:9][S:10][C:6]=2[CH:5]=[C:4]([C:11]([OH:13])=O)[C:3]=1[NH:14][C:15]1[CH:20]=[CH:19][C:18]([Br:21])=[CH:17][C:16]=1[Cl:22].C1C=CC2N(O)N=NC=2C=1.CCN=C=NCCCN(C)C.[CH:44]([O:46][CH2:47][CH2:48][O:49][NH2:50])=[CH2:45].[NH4+].[Cl-]>C(Cl)Cl>[F:1][C:2]1[C:7]2[N:8]=[N:9][S:10][C:6]=2[CH:5]=[C:4]([C:11]([NH:50][O:49][CH2:48][CH2:47][O:46][CH:44]=[CH2:45])=[O:13])[C:3]=1[NH:14][C:15]1[CH:20]=[CH:19][C:18]([Br:21])=[CH:17][C:16]=1[Cl:22] |f:4.5|. Procedure: To a solution of 4-fluoro-5-((4-bromo-2-chlorophenyl)amino)benzo[d][1,2,3]thiadiazole-6-carboxylic acid (200 mg, 0.46 mmol) in CH2Cl2 (10 mL) was added HOBt (100 mg, 0.74 mmol) and EDCI (132 mg, 0.74 mmol). The mixture was stirred for 1 h and O-(2-(vinyloxy)ethyl)hydroxylamine (76 mg, 0.74 mmol) was added. After stirring for 4 h at ambient temperature, the reaction was treated with saturated NH4Cl (aq.). The resultant mixture was extracted with CH2Cl2 (15 mL×3). The combined organic extracts wer... Reactants: C1CCOC1, COCCOCCOCCCl, [K+], [K+], O=C([O-])[O-], C1COCCOCCOCCOCCOCCO1, O, O=Cc1ccc(O)cc1. The product is COCCOCCOCCOc1ccc(C=O)cc1. RXN SMILES: [CH2:45]1[O:46][CH2:47][CH2:48][CH2:49]1.[Cl:1][CH2:2][CH2:3][O:4][CH2:5][CH2:6][O:7][CH2:8][CH2:9][O:10][CH3:11].[K+:21].[K+:22].[O-:23][C:24]([O-:25])=[O:26].[O:27]1[CH2:28][CH2:29][O:30][CH2:31][CH2:32][O:33][CH2:34][CH2:35][O:36][CH2:37][CH2:38][O:39][CH2:40][CH2:41][O:42][CH2:43][CH2:44]1.[OH2:50].[OH:12][c:13]1[cH:14][cH:15][c:16]([CH:17]=[O:18])[cH:19][cH:20]1>>[CH2:2]([CH2:3][O:4][CH2:5][CH2:6][O:7][CH2:8][CH2:9][O:10][CH3:11])[O:12][c:13]1[cH:14][cH:15][c:16]([CH:17]=[O:18])[cH:19][cH:20]1. Starting materials: CC1CCCN1C1CC(c2ccc(Br)cc2)C1, O=C([O-])[O-], COc1ncc(B(O)O)cn1, CC(C)O, [K+], [K+], Cl[Pd]Cl, c1ccc(P(c2ccccc2)c2ccccc2)cc1, c1ccc(P(c2ccccc2)c2ccccc2)cc1. Yields the product COc1ncc(-c2ccc(C3CC(N4CCCC4C)C3)cc2)cn1. As a reaction SMILES: [Br:1][c:2]1[cH:3][cH:4][c:5]([CH:8]2[CH2:9][CH:10]([N:12]3[CH:13]([CH3:17])[CH2:14][CH2:15][CH2:16]3)[CH2:11]2)[cH:6][cH:7]1.[C:29](=[O:30])([O-:31])[O-:32].[CH3:18][O:19][c:20]1[n:21][cH:22][c:23]([B:26]([OH:27])[OH:28])[cH:24][n:25]1.[CH:35]([OH:36])([CH3:37])[CH3:38].[K+:33].[K+:34].[Pd:39]([Cl:40])[Cl:41].[c:42]1([P:43]([c:44]2[cH:45][cH:46][cH:47][cH:48][cH:49]2)[c:50]2[cH:51][cH:52][cH:53][cH:54][cH:55]2)[cH:56][cH:57][cH:58][cH:59][cH:60]1.[c:61]1([P:62]([c:63]2[cH:64][cH:65][cH:66][cH:67][cH:68]2)[c:69]2[cH:70][cH:71][cH:72][cH:73][cH:74]2)[cH:75][cH:76][cH:77][cH:78][cH:79]1>>[c:2]1(-[c:23]2[cH:22][n:21][c:20]([O:19][CH3:18])[n:25][cH:24]2)[cH:3][cH:4][c:5]([CH:8]2[CH2:9][CH:10]([N:12]3[CH:13]([CH3:17])[CH2:14][CH2:15][CH2:16]3)[CH2:11]2)[cH:6][cH:7]1. Reactants: ClC1=NC=2N(C(=C1)C1=CC=C(C=C1)F)N=C(C2C2=CC=C(C=C2)C)COCC (5-Chloro-2-(ethoxymethyl)-7-(4-fluorophenyl)-3-(4-methylphenyl)pyrazolo[1,5-a]pyrimidine), CCN(C(C)C)C(C)C (DIPEA), N1[C@@H](CCC1)CO ((S)-2-pyrrolidinemethanol). Solvent: C(C)#N (acetonitrile). The product is C(C)OCC1=NN2C(N=C(C=C2C2=CC=C(C=C2)F)N2[C@@H](CCC2)CO)=C1C1=CC=C(C=C1)C ((S)-{1-[2-ethoxymethyl-7-(4-fluorophenyl)-3-(4-methylphenyl)-pyrazolo[1,5-a]pyrimidin-5-yl]pyrrolidin-2-yl}methanol). Reaction SMILES: Cl[C:2]1[CH:7]=[C:6]([C:8]2[CH:13]=[CH:12][C:11]([F:14])=[CH:10][CH:9]=2)[N:5]2[N:15]=[C:16]([CH2:25][O:26][CH2:27][CH3:28])[C:17]([C:18]3[CH:23]=[CH:22][C:21]([CH3:24])=[CH:20][CH:19]=3)=[C:4]2[N:3]=1.CCN(C(C)C)C(C)C.[NH:38]1[CH2:42][CH2:41][CH2:40][C@H:39]1[CH2:43][OH:44]>C(#N)C>[CH2:27]([O:26][CH2:25][C:16]1[C:17]([C:18]2[CH:23]=[CH:22][C:21]([CH3:24])=[CH:20][CH:19]=2)=[C:4]2[N:3]=[C:2]([N:38]3[CH2:42][CH2:41][CH2:40][C@H:39]3[CH2:43][OH:44])[CH:7]=[C:6]([C:8]3[CH:13]=[CH:12][C:11]([F:14])=[CH:10][CH:9]=3)[N:5]2[N:15]=1)[CH3:28]. Reported procedure: 5-Chloro-2-(ethoxymethyl)-7-(4-fluorophenyl)-3-(4-methylphenyl)pyrazolo[1,5-a]pyrimidine (22 mg), DIPEA (0.1 mL) and (S)-2-pyrrolidinemethanol (0.1 mL) are stirred for 2 hours in an acetonitrile (7 mL) solvent at 84° C. The reaction solvent is removed by distillation under reduced pressure. The remainder is purified by column chromatography to yield the target compound (24 mg).